Dataset: the Open Reaction Database (ORD), a public repository of structured organic reaction records. Task: describe an organic reaction: reactants, conditions, products, and yield Reactants: C1(CCCCC1)N (cyclohexyl amine), C(=O)(OCC)[C@H](O)[C@@H](O)C(=O)OCC (diethyl L-tartrate), C1(CCCCC1)N (Cyclohexyl amine), C(=O)(OCC)[C@H](O)[C@@H](O)C(=O)OCC (diethyl L-tartrate), C(=O)(OCC)[C@H](O)[C@@H](O)C(=O)OCC (Diethyl L-tartrate), O (water). Solvent: CO (methanol), CO (methanol). Run at time 30 minute. Yields the product C1(CCCCC1)NC([C@H](O)[C@@H](O)C(=O)NC1CCCCC1)=O (N,N′-Di-cyclohexyl L-tartaramide). The yield is 13.0%. Reaction SMILES: [CH:1]1([NH2:7])[CH2:6][CH2:5][CH2:4][CH2:3][CH2:2]1.[C:8]([C@@H:13]([C@H:15]([C:17]([O:19]CC)=O)[OH:16])[OH:14])([O:10]CC)=O.O>CO>[CH:1]1([NH:7][C:8](=[O:10])[C@@H:13]([C@H:15]([C:17]([NH:7][CH:1]2[CH2:6][CH2:5][CH2:4][CH2:3][CH2:2]2)=[O:19])[OH:16])[OH:14])[CH2:6][CH2:5][CH2:4][CH2:3][CH2:2]1. Procedure details: N,N′-Di-cyclohexyl L-tartaramide was prepared by the reaction of cyclohexyl amine with diethyl L-tartrate. Diethyl L-tartrate (19.997 g, 1.0 eq) and HPLC grade methanol (40 mL) were weighed into a 250 mL round-bottomed flask equipped with a teflon coated magnetic stir bar. Cyclohexyl amine (20.205 g, 2.0 eq) was slowly poured into the stirring diethyl L-tartrate solution. Some fuming and a color change from water-white to pale yellow were observed. Additional methanol (10 mL) was used to rinse a... The product is CC1=C(C=NC=C1)C=1SC=C(N1)C=1C=C(C(=O)OCC)C=CC1 (ethyl 3-[2-(4-methylpyridin-3-yl)-1,3-thiazol-4-yl]benzoate). Reported procedure: By the reaction in the same manner as in Example 25-iii) using ethyl 3-(bromoacetyl)benzoate (18.10 g) and 4-methylpyridine-3-thiocarboxamide (8.11 g), the title compound (6.50 g) was obtained as pale-yellow powder crystals. The reactants are BrCC(=O)C=1C=C(C(=O)OCC)C=CC1 (ethyl 3-(bromoacetyl)benzoate), CC1=C(C=NC=C1)C(N)=S (4-methylpyridine-3-thiocarboxamide). The yield is 37.6%. As a reaction SMILES: Br[CH2:2][C:3]([C:5]1[CH:6]=[C:7]([CH:13]=[CH:14][CH:15]=1)[C:8]([O:10][CH2:11][CH3:12])=[O:9])=O.[CH3:16][C:17]1[CH:22]=[CH:21][N:20]=[CH:19][C:18]=1[C:23](=[S:25])[NH2:24]>>[CH3:16][C:17]1[CH:22]=[CH:21][N:20]=[CH:19][C:18]=1[C:23]1[S:25][CH:2]=[C:3]([C:5]2[CH:6]=[C:7]([CH:13]=[CH:14][CH:15]=2)[C:8]([O:10][CH2:11][CH3:12])=[O:9])[N:24]=1. Starting materials: C(C)(C)(C)OC(NC1=C(C=C(C=C1)C1=CC=C(C=C1)F)N)=O ((3-amino-4′-fluoro-biphenyl-4-yl)-carbamic acid tert.-butyl ester), C(C)(C)(C)OC(CC(=O)C1=CC(=CC=C1)N1C=NC(=C1)C)=O (3-[3-(4-methyl-imidazol-1-yl)-phenyl]-3-oxo-propionic acid tert.-butyl ester). Product: C(C)(C)(C)OC(NC1=C(C=C(C=C1)C1=CC=C(C=C1)F)NC(CC(=O)C1=CC(=CC=C1)N1C=NC(=C1)C)=O)=O ((4′-Fluoro-3-{3-[3-(4-methyl-imidazol-1-yl)-phenyl]-3-oxo-propionylamino}-biphenyl-4-yl)-carbamic acid tert.-butyl ester). Yield: 74.2%. Reaction SMILES: [C:1]([O:5][C:6](=[O:22])[NH:7][C:8]1[CH:13]=[CH:12][C:11]([C:14]2[CH:19]=[CH:18][C:17]([F:20])=[CH:16][CH:15]=2)=[CH:10][C:9]=1[NH2:21])([CH3:4])([CH3:3])[CH3:2].C([O:27][C:28](=O)[CH2:29][C:30]([C:32]1[CH:37]=[CH:36][CH:35]=[C:34]([N:38]2[CH:42]=[C:41]([CH3:43])[N:40]=[CH:39]2)[CH:33]=1)=[O:31])(C)(C)C>>[C:1]([O:5][C:6](=[O:22])[NH:7][C:8]1[CH:13]=[CH:12][C:11]([C:14]2[CH:15]=[CH:16][C:17]([F:20])=[CH:18][CH:19]=2)=[CH:10][C:9]=1[NH:21][C:28](=[O:27])[CH2:29][C:30]([C:32]1[CH:37]=[CH:36][CH:35]=[C:34]([N:38]2[CH:42]=[C:41]([CH3:43])[N:40]=[CH:39]2)[CH:33]=1)=[O:31])([CH3:4])([CH3:2])[CH3:3]. Procedure: Prepared from (3-amino-4′-fluoro-biphenyl-4-yl)-carbamic acid tert.-butyl ester (Example G39) (362 mg, 1.2 mmol) and 3-[3-(4-methyl-imidazol-1-yl)-phenyl]-3-oxo-propionic acid tert.-butyl ester (Example H7) (300 mg, 1.0 mmol) according to the general procedure K. Obtained as a light yellow solid (392 mg). Reactants: CCOC(=O)C (EtOAc), N1CCCC1 (Pyrrolidine), Cl.CCOCC (HCl Et2O). Reaction conditions: time 1 hour. Product: C(C1=CC=CC=C1)Cl (Benzyl Chloride), N1CCCC1 (Pyrrolidine). As a reaction SMILES: [NH:1]1[CH2:5][CH2:4][CH2:3][CH2:2]1.[ClH:6].CCO[CH2:10][CH3:11].[CH3:12]COC(C)=O>>[CH2:2]([Cl:6])[C:3]1[CH:11]=[CH:10][CH:12]=[CH:5][CH:4]=1.[NH:1]1[CH2:5][CH2:4][CH2:3][CH2:2]1 |f:1.2|. Procedure: NR2=Pyrrolidine (11f). The HCl salt of 11f was prepared by suspending the free base in EtOAc and adding 1.1 eq HCl/Et2O and stirring for 1 h. Filtration of the resulting solid led to a hygroscopic solid. Yield=72%; 1H NMR (CDCl3) δ 7.93 (d, 1H), 7.79 (d, 1H), 7.49 (t, 1H), 7.22 (d, 2H), 7.11 (d, 2H), 4.50 (m, 5H), 4.17 (s, 2H), 3.40 (m, 2H), 3.25 (m, 4H), 3.13 (m, 2H), 2.99 (m, 2H), 2.00 (m, 2H), 1.83 (m, 2H); MS (ES+=375.38). Anal Calcd. for C23H27ClN4O1 (4 H2O): C, 57.19; H, 7.30; N, 11.60. Fo... The reactants are BrCC(=O)OCC (ethyl bromoacetate), C([O-])(O)=O.[Na+] (sodium bicarbonate), ClC=1C(=CC2=C(SC(=C2)C2=CC=CC=C2)C1Cl)O (6,7-dichloro-5-hydroxy-2-phenylbenzo[b]thiophene). Run in CC(CC)=O (2-butanone). The product is C(C)OC(COC1=CC2=C(SC(=C2)C2=CC=CC=C2)C(=C1Cl)Cl)=O (ethyl[(6,7-dichloro-2-phenylbenzo[b]thien-5-yl)oxy]acetate). The yield is 71.3%. RXN SMILES: [Cl:1][C:2]1[C:3]([OH:18])=[CH:4][C:5]2[CH:9]=[C:8]([C:10]3[CH:15]=[CH:14][CH:13]=[CH:12][CH:11]=3)[S:7][C:6]=2[C:16]=1[Cl:17].Br[CH2:20][C:21]([O:23][CH2:24][CH3:25])=[O:22].C(=O)(O)[O-].[Na+]>CC(=O)CC>[CH2:24]([O:23][C:21](=[O:22])[CH2:20][O:18][C:3]1[C:2]([Cl:1])=[C:16]([Cl:17])[C:6]2[S:7][C:8]([C:10]3[CH:15]=[CH:14][CH:13]=[CH:12][CH:11]=3)=[CH:9][C:5]=2[CH:4]=1)[CH3:25] |f:2.3|. Procedure: A mixture of 5.1 g of 6,7-dichloro-5-hydroxy-2-phenylbenzo[b]thiophene. 3.5 g of ethyl bromoacetate and 5 g of sodium bicarbonate in 100 ml of 2-butanone containing 10 ml of dimethylformaide is stirred at 85°-90° for 16 hours. The mixture is concentrated at reduced pressure to remove the sovents and the residue is triturated with 50 g of ice-water. After 30 minutes the solid is filtered and air dried. Recrystallization from ether-hexane gives 4.7 g of ethyl[(6,7-dichloro-2-phenylbenzo[b]thien-5-... The reactants are BrCCCCCC1=CC=CC=C1 ((5-bromopentyl)benzene), C([O-])([O-])=O.[K+].[K+] (potassium carbonate), C(#N)C1=CC=C(C=C1)CCC(CC1=CC=C(C(=O)OC)C=C1)\C=C\C1=C(C=CC=C1)O (methyl 4-[(3E)-2-[2-(4-cyanophenyl)ethyl]-4-(2-hydroxyphenyl)but-3-en-1-yl]benzoate). The solvent is C(C)#N (acetonitrile). Yields the product C(#N)C1=CC=C(C=C1)CCC(CC1=CC=C(C(=O)OC)C=C1)\C=C\C1=C(C=CC=C1)OCCCCCC1=CC=CC=C1 (Methyl 4-((3E)-2-[2-(4-cyanophenyl)ethyl]-4-{2-[(5-phenylpentyl)oxy]phenyl}but-3-en-1-yl)benzoate). Yield: 99.5%. As a reaction SMILES: Br[CH2:2][CH2:3][CH2:4][CH2:5][CH2:6][C:7]1[CH:12]=[CH:11][CH:10]=[CH:9][CH:8]=1.C(=O)([O-])[O-].[K+].[K+].[C:19]([C:21]1[CH:26]=[CH:25][C:24]([CH2:27][CH2:28][CH:29](/[CH:41]=[CH:42]/[C:43]2[CH:48]=[CH:47][CH:46]=[CH:45][C:44]=2[OH:49])[CH2:30][C:31]2[CH:40]=[CH:39][C:34]([C:35]([O:37][CH3:38])=[O:36])=[CH:33][CH:32]=2)=[CH:23][CH:22]=1)#[N:20]>C(#N)C>[C:19]([C:21]1[CH:26]=[CH:25][C:24]([CH2:27][CH2:28][CH:29](/[CH:41]=[CH:42]/[C:43]2[CH:48]=[CH:47][CH:46]=[CH:45][C:44]=2[O:49][CH2:2][CH2:3][CH2:4][CH2:5][CH2:6][C:7]2[CH:12]=[CH:11][CH:10]=[CH:9][CH:8]=2)[CH2:30][C:31]2[CH:32]=[CH:33][C:34]([C:35]([O:37][CH3:38])=[O:36])=[CH:39][CH:40]=2)=[CH:23][CH:22]=1)#[N:20] |f:1.2.3|. Procedure: 464.2 mg (2.04 mmol) of (5-bromopentyl)benzene and 353.05 mg (2.55 mmol) of potassium carbonate are added to a solution of 700.8 mg (1.7 mmol) of methyl 4-[(3E)-2-[2-(4-cyanophenyl)ethyl]-4-(2-hydroxyphenyl)but-3-en-1-yl]benzoate in 65 ml of acetonitrile, and the mixture is stirred under reflux for 12 hours. After cooling, the potassium carbonate is filtered off and the filtrate is evaporated. The resulting residue is purified by flash chromatography on silica gel (mobile phase: cyclohexane/ethy... Reactants: ClC1=CC=C(C=C1)C1=CC=C(C=C1)S(=O)(=O)O (4′-chlorobiphenyl-4-sulfonic acid), S(=O)(Cl)Cl (thionyl chloride). Yields the product ClC1=CC=C(C=C1)C1=CC=C(C=C1)S(=O)(=O)Cl (4′-chlorobiphenyl-4-sulfonyl chloride). Isolated yield 95.0%. Reaction SMILES: [Cl:1][C:2]1[CH:7]=[CH:6][C:5]([C:8]2[CH:13]=[CH:12][C:11]([S:14]([OH:17])(=O)=[O:15])=[CH:10][CH:9]=2)=[CH:4][CH:3]=1.S(Cl)([Cl:20])=O>>[Cl:1][C:2]1[CH:7]=[CH:6][C:5]([C:8]2[CH:13]=[CH:12][C:11]([S:14]([Cl:20])(=[O:17])=[O:15])=[CH:10][CH:9]=2)=[CH:4][CH:3]=1. Reported procedure: A suspension of the 4′-chlorobiphenyl-4-sulfonic acid in 100 mL of thionyl chloride is heated at reflux for 6 h, and the resulting homogeneous solution is then cooled to RT. The mixture is concentrated under reduced pressure and the residue is triturated with diethyl ether and dried to afford 9.8 g (95%) of 4′-chlorobiphenyl-4-sulfonyl chloride as an off-white solid. Procedure: Ethyl isothiocyanate (0.60 ml) was added to a solution of ethyl piperidine-4-carboxylate (1.02 g) in THF (20 ml), followed by stirring at room temperature for one hour. The reaction solution was concentrated and the resulting colorless oily product was made into an ethanol solution (20 ml), iodomethane (2.0 ml) was added thereto, followed by stirring at 60° C. for 3 hours. The reaction solution was concentrated, an aqueous saturated sodium hydrogen carbonate solution was added thereto, followed ... Product: C(C)N=C(N1CCC(CC1)C(=O)OCC)SC (ethyl 1-[(ethylimino)(methylsulfanyl)methyl]piperidine-4-carboxylate). Reactants: C(C)N=C=S (Ethyl isothiocyanate), N1CCC(CC1)C(=O)OCC (ethyl piperidine-4-carboxylate), C1CCOC1 (THF). Conditions: time 1 hour. Reaction SMILES: [CH2:1]([N:3]=[C:4]=[S:5])[CH3:2].[NH:6]1[CH2:11][CH2:10][CH:9]([C:12]([O:14][CH2:15][CH3:16])=[O:13])[CH2:8][CH2:7]1.[CH2:17]1COCC1>>[CH2:1]([N:3]=[C:4]([S:5][CH3:17])[N:6]1[CH2:11][CH2:10][CH:9]([C:12]([O:14][CH2:15][CH3:16])=[O:13])[CH2:8][CH2:7]1)[CH3:2]. Starting materials: C(C)(=O)NC=1C=C(C=CC1)O (3-acetamidophenol), C([O-])([O-])=O.[Cs+].[Cs+] (cesium carbonate), C([O-])(O)=O.[Na+] (sodium bicarbonate), BrCC1=C(C(=O)OC)C=CC=C1 (methyl 2-bromomethylbenzoate). Run in CN(C=O)C (dimethylformamide). Run at time 30 minute. Product: C(C)(=O)NC=1C=C(OCC2=C(C(=O)OC)C=CC=C2)C=CC1 (methyl 2-(3-acetamidophenoxymethyl)benzoate). Yield: 61.2%. As a reaction SMILES: [C:1]([NH:4][C:5]1[CH:6]=[C:7]([OH:11])[CH:8]=[CH:9][CH:10]=1)(=[O:3])[CH3:2].C(=O)([O-])[O-].[Cs+].[Cs+].Br[CH2:19][C:20]1[CH:29]=[CH:28][CH:27]=[CH:26][C:21]=1[C:22]([O:24][CH3:25])=[O:23].C(=O)(O)[O-].[Na+]>CN(C)C=O>[C:1]([NH:4][C:5]1[CH:6]=[C:7]([CH:8]=[CH:9][CH:10]=1)[O:11][CH2:19][C:20]1[CH:29]=[CH:28][CH:27]=[CH:26][C:21]=1[C:22]([O:24][CH3:25])=[O:23])(=[O:3])[CH3:2] |f:1.2.3,5.6|. Procedure: To a solution of 3-acetamidophenol (1.0 g, 6.6 mmol) in dimethylformamide (10 ml) was added cesium carbonate (1.3 g, 3.9 mmol), followed by stirring at room temperature for 30 minutes. To the resulting mixture was added methyl 2-bromomethylbenzoate (1.8 g, 7.9 mmol), and the mixture was stirred overnight at room temperature. After the reaction was completed, the reaction mixture was poured into a5% aqueous solution of sodium bicarbonate, followed by extraction with ethyl acetate. The organic lay...